From a dataset of the Open Reaction Database (ORD), a public repository of structured organic reaction records. describe an organic reaction: reactants, conditions, products, and yield Starting materials: FC(C(=O)O)(F)F (Trifluoroacetic acid), [O-]S(=O)(=O)C(F)(F)F.[Bi+3].[O-]S(=O)(=O)C(F)(F)F.[O-]S(=O)(=O)C(F)(F)F (bismuth triflate), ClC1=CC=C(O1)C=O (5-chlorofuran-2-carbaldehyde), [Si](C)(C)(C(C)(C)C)OCC(CN1C=C2N(C(N(C(C2=C1C1=CC(=CC=C1)F)=O)C)=O)C)S (6-(3-((tert-butyldimethylsilyl)oxy)-2-mercaptopropyl)-5-(3-fluorophenyl)-1,3-dimethyl-1H-pyrrolo[3,4-d]pyrimidine-2,4(3H,6H)-dione). The solvent is C1(=CC=CC=C1)C (toluene), C(Cl)Cl (DCM), [OH-].[Na+] (NaOH). Reaction conditions: time 1 hour. The product is ClC1=CC=C(O1)C1SC(CN2C1=C1C(=C2C2=CC(=CC=C2)F)C(N(C(N1C)=O)C)=O)CO (10-(5-Chlorofuran-2-yl)-5-(3-fluorophenyl)-8-(hydroxymethyl)-1,3-dimethyl-7,8-dihydro-1H-pyrimido[4′,5′:3,4]pyrrolo[2,1-c][1,4]thiazine-2,4(3H,10H)-dione). Reaction SMILES: FC(F)(F)C(O)=O.[O-]S(C(F)(F)F)(=O)=O.[Bi+3].[O-]S(C(F)(F)F)(=O)=O.[O-]S(C(F)(F)F)(=O)=O.[Cl:33][C:34]1[O:38][C:37]([CH:39]=O)=[CH:36][CH:35]=1.[Si]([O:48][CH2:49][CH:50]([SH:72])[CH2:51][N:52]1[C:60]([C:61]2[CH:66]=[CH:65][CH:64]=[C:63]([F:67])[CH:62]=2)=[C:59]2[C:54]([N:55]([CH3:71])[C:56](=[O:70])[N:57]([CH3:69])[C:58]2=[O:68])=[CH:53]1)(C(C)(C)C)(C)C>C1(C)C=CC=CC=1.C(Cl)Cl.[OH-].[Na+]>[Cl:33][C:34]1[O:38][C:37]([CH:39]2[C:53]3=[C:54]4[N:55]([CH3:71])[C:56](=[O:70])[N:57]([CH3:69])[C:58](=[O:68])[C:59]4=[C:60]([C:61]4[CH:66]=[CH:65][CH:64]=[C:63]([F:67])[CH:62]=4)[N:52]3[CH2:51][CH:50]([CH2:49][OH:48])[S:72]2)=[CH:36][CH:35]=1 |f:1.2.3.4,9.10|. Procedure: Trifluoroacetic acid (161 μl, 2.094 mmol) was added to a solution of bismuth triflate (41.2 mg, 0.063 mmol), 5-chlorofuran-2-carbaldehyde (30.1 mg, 0.230 mmol) and 6-(3-((tert-butyldimethylsilyl)oxy)-2-mercaptopropyl)-5-(3-fluorophenyl)-1,3-dimethyl-1H-pyrrolo[3,4-d]pyrimidine-2,4(3H,6H)-dione (100 mg, 0.209 mmol) in toluene (2094 μL). The mixture was stirred at room temperature for 1 hour. The reaction mixture was diluted with DCM (10 mL) and 1M NaOH(aq) (10 mL). The phases were separated and t...